Dataset: the Open Reaction Database (ORD), a public repository of structured organic reaction records. Task: describe an organic reaction: reactants, conditions, products, and yield The reactants are O=C(Cl)C12CC3CC(CC(C3)C1)C2, ClCCCl, CC(C)(C)OC(=O)NC1CNc2ccccc2NC1=O, c1ccncc1. Product: CC(C)(C)OC(=O)NC1CN(C(=O)C23CC4CC(CC(C4)C2)C3)c2ccccc2NC1=O. Reaction SMILES: [C:1]12([C:11](=[O:12])[Cl:13])[CH2:2][CH:3]3[CH2:4][CH:5]([CH2:6][CH:7]([CH2:8]1)[CH2:9]3)[CH2:10]2.[Cl:40][CH2:41][CH2:42][Cl:43].[O:20]=[C:21]1[CH:22]([NH:32][C:33](=[O:34])[O:35][C:36]([CH3:37])([CH3:38])[CH3:39])[CH2:23][NH:24][c:25]2[c:26]([cH:28][cH:29][cH:30][cH:31]2)[NH:27]1.[cH:14]1[cH:15][cH:16][n:17][cH:18][cH:19]1>>[C:1]12([C:11](=[O:12])[N:24]3[CH2:23][CH:22]([NH:32][C:33](=[O:34])[O:35][C:36]([CH3:37])([CH3:38])[CH3:39])[C:21](=[O:20])[NH:27][c:26]4[c:25]3[cH:31][cH:30][cH:29][cH:28]4)[CH2:2][CH:3]3[CH2:4][CH:5]([CH2:6][CH:7]([CH2:8]1)[CH2:9]3)[CH2:10]2. The reactants are BrC1=CC(=C(N)C=C1)OCC (4-bromo-2-ethoxyaniline), II (iodine). Run in C(C)#N (acetonitrile), C(C)#N (acetonitrile). Run at time 1.5 hour. The product is BrC1=CC(=C(C=C1)I)OCC (4-bromo-2-ethoxy-1-iodobenzene). The yield is 509.8%. As a reaction SMILES: [Br:1][C:2]1[CH:8]=[CH:7][C:5](N)=[C:4]([O:9][CH2:10][CH3:11])[CH:3]=1.[I:12]I>C(#N)C>[Br:1][C:2]1[CH:8]=[CH:7][C:5]([I:12])=[C:4]([O:9][CH2:10][CH3:11])[CH:3]=1. Reported procedure: To a solution of 62B (2.5 g, 1.2 mmol) in acetonitrile (30 mL) at 0° C. was added dropwise a solution of iodine (6 g, 2.4 mmol), and t-BuONO (1.44 g, 1.4 mmol) in acetonitrile (100 mL) over 30 min and stirred 1.5 h. The mixture was quenched with aqueous Na2SO3 while maintaining the temperature <10° C. After stirring 1 h the mixture was extracted with hexane (3×100 mL). The combined organics were dried (MgSO4) before concentrating in vacuo and the residue was purified by flash chromatography (0-5... Reactants: [H-].[H-].[H-].[H-].[Li+].[Al+3] (LAH), C(C1=CC=CC=C1)N1C2CNC(CC1CC2)=O (9-benzyl-3,9-diazabicyclo[4.2.1]nonan-4-one). Solvent: C1CCOC1 (THF). Conditions: time 8 hour. Product: C(C1=CC=CC=C1)N1C2CNCCC1CC2 (9-benzyl-3,9-diazabicyclo[4.2.1]nonane). RXN SMILES: [H-].[H-].[H-].[H-].[Li+].[Al+3].[CH2:7]([N:14]1[CH:20]2[CH2:21][CH2:22][CH:15]1[CH2:16][NH:17][C:18](=O)[CH2:19]2)[C:8]1[CH:13]=[CH:12][CH:11]=[CH:10][CH:9]=1>C1COCC1>[CH2:7]([N:14]1[CH:20]2[CH2:21][CH2:22][CH:15]1[CH2:16][NH:17][CH2:18][CH2:19]2)[C:8]1[CH:9]=[CH:10][CH:11]=[CH:12][CH:13]=1 |f:0.1.2.3.4.5|. Procedure details: Neat LAH (0.4 g, 10.54 mmol) was added in small portions to a stirred solution of 9-benzyl-3,9-diazabicyclo[4.2.1]nonan-4-one (1.2 g, 5.21 mmol) in THF (40 ml) and the mixture was stirred under nitrogen overnight. Reaction mixture was cooled in ace bath and quenched by consecutive addition of water (0.4 ml), 15% NaOH (1.2 ml) and water (0.4 ml) and then stirred for 30 min. Precipitated sodium aluminate was filtered off and the filtrate was dried over MgSO4, filtered and evaporated to dryness to ... The reactants are FC(OC=1C=C2C(=NNC2=CC1)I)F (5-(difluoromethoxy)-3-iodo-1H-indazole), CC(C)(C)[O-].[K+] (KOtBu), CI (MeI). Solvent: C1CCOC1 (THF). Reaction conditions: temperature 0 celsius, time 30 minute. Yields the product FC(OC=1C=C2C(=NN(C2=CC1)C)I)F (5-(difluoromethoxy)-3-iodo-1-methyl-1H-indazole). Yield: 79.0%. RXN SMILES: [F:1][CH:2]([F:14])[O:3][C:4]1[CH:5]=[C:6]2[C:10](=[CH:11][CH:12]=1)[NH:9][N:8]=[C:7]2[I:13].[CH3:15]C([O-])(C)C.[K+].CI>C1COCC1>[F:14][CH:2]([F:1])[O:3][C:4]1[CH:5]=[C:6]2[C:10](=[CH:11][CH:12]=1)[N:9]([CH3:15])[N:8]=[C:7]2[I:13] |f:1.2|. Reported procedure: To a solution of 5-(difluoromethoxy)-3-iodo-1H-indazole (562 mg, 1.81 mmol) in THF (10.00 mL) at 0° C. was added KOtBu (1M in THF, 2.54 mL, 2.54 mmol) and the mixture stirred at 0° C. for 30 min then MeI (360 mg, 159 μL, 2.54 mmol) added. The reaction mixture was stirred at 0° C. for 30 min then warmed to 25° C. and stirred for 1.5 h. The reaction mixture was quenched with saturated ammonium chloride in water and extracted with dichloromethane (3×30 mL), organics dried over MgSO4 and concentrate... Starting materials: BrC=1C=C2C=3N(C(C(NC3C1)=O)=O)C(CC2)CC(=O)O (9-bromo-5-carboxymethyl-6,7-dihydro-1H, 5H-pyrido[1,2,3-de]quinoxaline-2,3-dione), C(C)OC(=O)C=1C=C(N)C=CC1 (m-ethoxycarbonylaniline). The product is BrC=1C=C2C=3N(C(C(NC3C1)=O)=O)C(CC2)CC(NC2=CC(=CC=C2)C(=O)OCC)=O (9-Bromo-5-(m-ethoxycarbonylphenylcarbamoylmethyl)-6,7-dihydro-1H, 5H-pyrido[1,2,3-de]quinoxaline-2,3-dione). Isolated yield 88.9%. RXN SMILES: [Br:1][C:2]1[CH:3]=[C:4]2[CH2:16][CH2:15][CH:14]([CH2:17][C:18](O)=[O:19])[N:6]3[C:7](=[O:13])[C:8](=[O:12])[NH:9][C:10]([CH:11]=1)=[C:5]23.[CH2:21]([O:23][C:24]([C:26]1[CH:27]=[C:28]([CH:30]=[CH:31][CH:32]=1)[NH2:29])=[O:25])[CH3:22]>>[Br:1][C:2]1[CH:3]=[C:4]2[CH2:16][CH2:15][CH:14]([CH2:17][C:18](=[O:19])[NH:29][C:28]3[CH:30]=[CH:31][CH:32]=[C:26]([C:24]([O:23][CH2:21][CH3:22])=[O:25])[CH:27]=3)[N:6]3[C:7](=[O:13])[C:8](=[O:12])[NH:9][C:10]([CH:11]=1)=[C:5]23. Procedure: A procedure similar to that described in Example 5 was carried out with 9-bromo-5-carboxymethyl-6,7-dihydro-1H, 5H-pyrido[1,2,3-de]quinoxaline-2,3-dione (400 mg, 1.18 mmol) and m-ethoxycarbonylaniline (250 μL, 1.5 mmol) to give 510 mg of the title compound (89%): mp>270° C.; 1H NMR (270 MHz, DMSO-d6) δ12.07 (bs, 1H), 10.25 (s, 1H), 8.20 (bs, 1H), 7.85 (d, 1H, J=8.1 Hz), 7.65 (d, 1H, J=8.1 Hz), 7.30 (t, 1H, J=8.1 Hz), 7.24 (d, 1H, J=2Hz), 7.17 (d, 1H, J=2 Hz), 5.16~5.27 (m, 1H), 4.32 (q, 2H, J=7.... Starting materials: ClC1=CC=C(C=C1)C=1N=C2N(C=CC=C2)C1CC1=NN=C(N1)C1=NC=CC=C1 (2-(4-chlorophenyl)-3-((5-(pyridin-2-yl)-4H-1,2,4-triazol-3-yl)methyl)imidazo[1,2-a]pyridine), ClC=1C=CC=2N(C1)C(=C(N2)C2=CC=CC=C2)CC(=O)NN (2-(6-chloro-2-phenylimidazo[1,2-a]pyridin-3-yl)acetohydrazide), Cl.C(C(C)C)(N)=N (isobutyrimidamide hydrochloride). The product is ClC=1C=CC=2N(C1)C(=C(N2)C2=CC=CC=C2)CC2=NN=C(N2)C(C)C (6-chloro-3-((5-isopropyl-4H-1,2,4-triazol-3-yl)methyl)-2-phenylimidazo[1,2-a]pyridine). As a reaction SMILES: ClC1C=[CH:6][C:5]([C:8]2[N:9]=C3C=CC=CN3C=2CC2NC(C3C=CC=CN=3)=NN=2)=[CH:4]C=1.[Cl:29][C:30]1[CH:31]=[CH:32][C:33]2[N:34]([C:36]([CH2:45][C:46]([NH:48][NH2:49])=O)=[C:37]([C:39]3[CH:44]=[CH:43][CH:42]=[CH:41][CH:40]=3)[N:38]=2)[CH:35]=1.Cl.C(=N)(N)C(C)C>>[Cl:29][C:30]1[CH:31]=[CH:32][C:33]2[N:34]([C:36]([CH2:45][C:46]3[NH:9][C:8]([CH:5]([CH3:6])[CH3:4])=[N:49][N:48]=3)=[C:37]([C:39]3[CH:44]=[CH:43][CH:42]=[CH:41][CH:40]=3)[N:38]=2)[CH:35]=1 |f:2.3|. Reported procedure: The title compound was prepared according to the experimental described for compound 230 from 2-(6-chloro-2-phenylimidazo[1,2-a]pyridin-3-yl)acetohydrazide and isobutyrimidamide hydrochloride. M/e+ 352 for C19H19ClN5 (M+H)+; 1H-NMR (400 MHz, CDCl3) δ 8.23 (s, 1H), 7.72 (d, J=8.4 Hz, 2H), 7.29 (m, 5H), 7.00 (dd, J=9.5, 1.8 Hz, 1H), 4.40 (s, 2H), 3.03 (m, 1H), 1.29 (s, 3H), 1.28 (s, 3H) ppm.